This data is from the Open Reaction Database (ORD), a public repository of structured organic reaction records. The task is: describe an organic reaction: reactants, conditions, products, and yield Starting materials: [Cl-].[NH4+] (ammonium chloride), ClC1=C(CN2C(=C(C=3N=C(N(C(C32)=O)C)S(=O)(=O)C)C#N)N3C[C@@H](CCC3)NC(OC(C)(C)C)=O)C=CC=C1 (tert-butyl {(3R)-1-[5-(2-chlorobenzyl)-7-cyano-3-methyl-2-(methylsulfonyl)-4-oxo-4,5-dihydro-3H-pyrrolo[3,2-d]pyrimidin-6-yl]piperidine-3-yl}carbamate), C(C)OC=1C=C(C=CC1)O (3-ethoxyphenol), C([O-])([O-])=O.[K+].[K+] (potassium carbonate). Solvent: CN(C=O)C (N,N-dimethylformamide). The product is ClC1=C(CN2C(=C(C=3N=C(N(C(C32)=O)C)OC3=CC(=CC=C3)OCC)C#N)N3C[C@@H](CCC3)NC(OC(C)(C)C)=O)C=CC=C1 (tert-Butyl {(3R)-1-[5-(2-chlorobenzyl)-7-cyano-2-(3-ethoxyphenoxy)-3-methyl-4-oxo-4,5-dihydro-3H-pyrrolo[3,2-d]pyrimidin-6-yl]piperidine-3-yl}carbamate). Reaction SMILES: [Cl:1][C:2]1[CH:39]=[CH:38][CH:37]=[CH:36][C:3]=1[CH2:4][N:5]1[C:13]2[C:12](=[O:14])[N:11]([CH3:15])[C:10](S(C)(=O)=O)=[N:9][C:8]=2[C:7]([C:20]#[N:21])=[C:6]1[N:22]1[CH2:27][CH2:26][CH2:25][C@@H:24]([NH:28][C:29](=[O:35])[O:30][C:31]([CH3:34])([CH3:33])[CH3:32])[CH2:23]1.[CH2:40]([O:42][C:43]1[CH:44]=[C:45]([OH:49])[CH:46]=[CH:47][CH:48]=1)[CH3:41].C(=O)([O-])[O-].[K+].[K+].[Cl-].[NH4+]>CN(C)C=O>[Cl:1][C:2]1[CH:39]=[CH:38][CH:37]=[CH:36][C:3]=1[CH2:4][N:5]1[C:13]2[C:12](=[O:14])[N:11]([CH3:15])[C:10]([O:49][C:45]3[CH:46]=[CH:47][CH:48]=[C:43]([O:42][CH2:40][CH3:41])[CH:44]=3)=[N:9][C:8]=2[C:7]([C:20]#[N:21])=[C:6]1[N:22]1[CH2:27][CH2:26][CH2:25][C@@H:24]([NH:28][C:29](=[O:35])[O:30][C:31]([CH3:34])([CH3:33])[CH3:32])[CH2:23]1 |f:2.3.4,5.6|. Procedure details: A solution of tert-butyl {(3R)-1-[5-(2-chlorobenzyl)-7-cyano-3-methyl-2-(methylsulfonyl)-4-oxo-4,5-dihydro-3H-pyrrolo[3,2-d]pyrimidin-6-yl]piperidine-3-yl}carbamate (110 mg), 3-ethoxyphenol (31 μl) and potassium carbonate (39 mg) in N,N-dimethylformamide (2 ml) was stirred at 50° C. for 1 hour. After the reaction solution was allowed to cool, a saturated aqueous ammonium chloride solution was added thereto, followed by extraction with ethyl acetate. The organic layer was washed with water and a ... The reactants are C(CCC#C)(=O)O (4-pentynoic acid), BrC1=C(C=CC=C1)I (1-bromo-2-iodobenzene), Cl (HCl). Reagents/catalysts: [Cu]I (CuI), C=1C=CC(=CC1)[P](C=2C=CC=CC2)(C=3C=CC=CC3)[Pd]([P](C=4C=CC=CC4)(C=5C=CC=CC5)C=6C=CC=CC6)([P](C=7C=CC=CC7)(C=8C=CC=CC8)C=9C=CC=CC9)[P](C=1C=CC=CC1)(C=1C=CC=CC1)C=1C=CC=CC1 (tetrakis(triphenylphosphine)palladium(0)). Solvent: C(C)NCC (diethylamine). Conditions: time 2 hour. The product is BrC1=C(C=CC=C1)C#CCCC(=O)O (5-(2-bromophenyl)-4-pentynoic acid). RXN SMILES: [C:1]([OH:7])(=[O:6])[CH2:2][CH2:3][C:4]#[CH:5].[Br:8][C:9]1[CH:14]=[CH:13][CH:12]=[CH:11][C:10]=1I.Cl>C1C=CC([P]([Pd]([P](C2C=CC=CC=2)(C2C=CC=CC=2)C2C=CC=CC=2)([P](C2C=CC=CC=2)(C2C=CC=CC=2)C2C=CC=CC=2)[P](C2C=CC=CC=2)(C2C=CC=CC=2)C2C=CC=CC=2)(C2C=CC=CC=2)C2C=CC=CC=2)=CC=1.[Cu]I.C(NCC)C>[Br:8][C:9]1[CH:14]=[CH:13][CH:12]=[CH:11][C:10]=1[C:5]#[C:4][CH2:3][CH2:2][C:1]([OH:7])=[O:6] |^1:20,22,41,60|. Reported procedure: To 10 ml of diethylamine was added with stirring 0.5 g (5.1 mmol) of 4-pentynoic acid, 1.4 g (5 mmol) of 1-bromo-2-iodobenzene, and 60 mg (0.05 mmol) of tetrakis(triphenylphosphine)palladium(0) The slurry was degassed with argon and 0.19 g (1.0 mmol) of CuI was added. The reaction mixture was stirred for 2 hr. at room temperature and then poured into approximately 100 ml of a 10% HCl solution. The resulting precipitate was filtered, washed with water and dried. The solid was taken up in hot CHCl... The reactants are C(C1=CC=CC=C1)(=O)SC(C(=O)N1[C@H](C(=O)O)CCC1)C(C)OC (1-[2-benzoylthio-3-methoxybutanoyl]-L-proline), C(C)(=O)SCC(C(=O)N1[C@H](C(=O)O)CCC1)CSC (1-[3-acetylthio-2-(methylthiomethyl)propanoyl]-L-proline). Product: SC(C(=O)N1[C@H](C(=O)O)CCC1)C(C)OC (1-[2-mercapto-3-methoxybutanoyl]-L-proline). RXN SMILES: C([S:9][CH:10]([CH:21]([O:23][CH3:24])[CH3:22])[C:11]([N:13]1[CH2:20][CH2:19][CH2:18][C@H:14]1[C:15]([OH:17])=[O:16])=[O:12])(=O)C1C=CC=CC=1.C(SCC(CSC)C(N1CCC[C@H]1C(O)=O)=O)(=O)C>>[SH:9][CH:10]([CH:21]([O:23][CH3:24])[CH3:22])[C:11]([N:13]1[CH2:20][CH2:19][CH2:18][C@H:14]1[C:15]([OH:17])=[O:16])=[O:12]. Procedure details: By substituting 1-[2-benzoylthio-3-methoxybutanoyl]-L-proline for the 1-[3-acetylthio-2-(methylthiomethyl)propanoyl]-L-proline in the procedure of Example 17, 1-[2-mercapto-3-methoxybutanoyl]-L-proline is obtained. Starting materials: B, C1CCOC1, CN(C)c1nc(NC2CCC(C(N)=O)CC2)nc2ccccc12, CCOC(C)=O, CO, Cl. The product is CN(C)c1nc(NC2CCC(CN)CC2)nc2ccccc12. RXN SMILES: [BH3:24].[CH2:26]1[O:27][CH2:28][CH2:29][CH2:30]1.[CH3:1][N:2]([c:3]1[n:4][c:5]([NH:13][CH:14]2[CH2:15][CH2:16][CH:17]([C:20](=[O:21])[NH2:22])[CH2:18][CH2:19]2)[n:6][c:7]2[cH:8][cH:9][cH:10][cH:11][c:12]12)[CH3:23].[CH3:31][CH2:32][O:33][C:34]([CH3:35])=[O:36].[CH3:37][OH:38].[ClH:25]>>[CH3:1][N:2]([c:3]1[n:4][c:5]([NH:13][CH:14]2[CH2:15][CH2:16][CH:17]([CH2:20][NH2:22])[CH2:18][CH2:19]2)[n:6][c:7]2[cH:8][cH:9][cH:10][cH:11][c:12]12)[CH3:23]. Starting materials: CCN, CC(=O)CN1CCc2c(c(=O)oc3cc(C)c(Cl)cc23)C1. Yields the product CCNC(C)CN1CCc2c(c(=O)oc3cc(C)c(Cl)cc23)C1. Reaction SMILES: [CH3:22][CH2:23][NH2:24].[Cl:1][c:2]1[c:3]([CH3:21])[cH:4][c:5]2[c:6]([cH:7]1)[c:8]1[c:9]([c:18](=[O:20])[o:19]2)[CH2:10][N:11]([CH2:14][C:15]([CH3:16])=[O:17])[CH2:12][CH2:13]1>>[Cl:1][c:2]1[c:3]([CH3:21])[cH:4][c:5]2[c:6]([cH:7]1)[c:8]1[c:9]([c:18](=[O:20])[o:19]2)[CH2:10][N:11]([CH2:14][CH:15]([CH3:16])[NH:24][CH2:23][CH3:22])[CH2:12][CH2:13]1. The reactants are [K+], O=[Mn](=O)(=O)[O-], Cc1ccc(OC(F)F)cc1[N+](=O)[O-], [Na+], [OH-], O, c1ccncc1. The product is O=C(O)c1ccc(OC(F)F)cc1[N+](=O)[O-]. RXN SMILES: [K+:26].[Mn:21]([O-:22])(=[O:23])(=[O:24])=[O:25].[N+:1](=[O:2])([O-:3])[c:4]1[c:5]([CH3:14])[cH:6][cH:7][c:8]([O:10][CH:11]([F:12])[F:13])[cH:9]1.[Na+:28].[OH-:27].[OH2:29].[cH:15]1[cH:16][cH:17][n:18][cH:19][cH:20]1>>[N+:1](=[O:2])([O-:3])[c:4]1[c:5]([C:14](=[O:27])[OH:29])[cH:6][cH:7][c:8]([O:10][CH:11]([F:12])[F:13])[cH:9]1. Starting materials: O=Cc1ccc(N2CCC(CN3CCCC3)CC2)c([N+](=O)[O-])c1, OC1CCNCC1. Product: O=[N+]([O-])c1cc(CN2CCC(O)CC2)ccc1N1CCC(CN2CCCC2)CC1. Reaction SMILES: [N+:1](=[O:2])([O-:3])[c:4]1[cH:5][c:6]([CH:7]=[O:8])[cH:9][cH:10][c:11]1[N:12]1[CH2:13][CH2:14][CH:15]([CH2:18][N:19]2[CH2:20][CH2:21][CH2:22][CH2:23]2)[CH2:16][CH2:17]1.[OH:24][CH:25]1[CH2:26][CH2:27][NH:28][CH2:29][CH2:30]1>>[N+:1](=[O:2])([O-:3])[c:4]1[cH:5][c:6]([CH2:7][N:28]2[CH2:27][CH2:26][CH:25]([OH:24])[CH2:30][CH2:29]2)[cH:9][cH:10][c:11]1[N:12]1[CH2:13][CH2:14][CH:15]([CH2:18][N:19]2[CH2:20][CH2:21][CH2:22][CH2:23]2)[CH2:16][CH2:17]1.